The task is: describe an organic reaction: reactants, conditions, products, and yield. This data is from the Open Reaction Database (ORD), a public repository of structured organic reaction records. Starting materials: C1CCOC1, COc1cc(OC)cc(OC(C(=O)O)C2(c3ccccc3)NCCc3ccccc32)c1, C[Si](C)(C)Cl, ClCCl, O, O=C(Cl)Cc1ccccc1. Yields the product COc1cc(OC)cc(OC(C(=O)O)C2(c3ccccc3)c3ccccc3CCN2C(=O)Cc2ccccc2)c1. As a reaction SMILES: [CH2:32]1[O:33][CH2:34][CH2:35][CH2:36]1.[CH3:1][O:2][c:3]1[cH:4][c:5]([O:6][CH:7]([C:8](=[O:9])[OH:10])[C:11]2([c:21]3[cH:22][cH:23][cH:24][cH:25][cH:26]3)[NH:12][CH2:13][CH2:14][c:15]3[cH:16][cH:17][cH:18][cH:19][c:20]32)[cH:27][c:28]([O:30][CH3:31])[cH:29]1.[Cl:37][Si:38]([CH3:39])([CH3:40])[CH3:41].[Cl:52][CH2:53][Cl:54].[OH2:55].[c:42]1([CH2:48][C:49](=[O:50])[Cl:51])[cH:43][cH:44][cH:45][cH:46][cH:47]1>>[CH3:1][O:2][c:3]1[cH:4][c:5]([O:6][CH:7]([C:8](=[O:9])[OH:10])[C:11]2([c:21]3[cH:22][cH:23][cH:24][cH:25][cH:26]3)[N:12]([C:49]([CH2:48][c:42]3[cH:43][cH:44][cH:45][cH:46][cH:47]3)=[O:50])[CH2:13][CH2:14][c:15]3[cH:16][cH:17][cH:18][cH:19][c:20]32)[cH:27][c:28]([O:30][CH3:31])[cH:29]1. The reactants are BrCCCC(C#N)(C(C)C)C1=CC(=C(C=C1)OC)OC (5-Bromo-2-(3,4-dimethoxyphenyl)-2-isopropylpentanenitrile), COC1=C(C(=O)OC)C=C(C=C1)CCNC (Methyl 2-methoxy-5-(2-(methylamino)ethyl)benzoate). The product is C(#N)C(CCCN(CCC=1C=CC(=C(C(=O)OC)C1)OC)C)(C(C)C)C1=CC(=C(C=C1)OC)OC (Methyl 5-(2-((4-cyano-4-(3,4-dimethoxyphenyl)-5-methylhexyl)(methyl)amino)ethyl)-2-methoxybenzoate). RXN SMILES: Br[CH2:2][CH2:3][CH2:4][C:5]([C:11]1[CH:16]=[CH:15][C:14]([O:17][CH3:18])=[C:13]([O:19][CH3:20])[CH:12]=1)([CH:8]([CH3:10])[CH3:9])[C:6]#[N:7].[CH3:21][O:22][C:23]1[CH:32]=[CH:31][C:30]([CH2:33][CH2:34][NH:35][CH3:36])=[CH:29][C:24]=1[C:25]([O:27][CH3:28])=[O:26]>>[C:6]([C:5]([C:11]1[CH:16]=[CH:15][C:14]([O:17][CH3:18])=[C:13]([O:19][CH3:20])[CH:12]=1)([CH:8]([CH3:10])[CH3:9])[CH2:4][CH2:3][CH2:2][N:35]([CH3:36])[CH2:34][CH2:33][C:30]1[CH:31]=[CH:32][C:23]([O:22][CH3:21])=[C:24]([CH:29]=1)[C:25]([O:27][CH3:28])=[O:26])#[N:7]. Procedure details: Reaction of 1f with 2h produced 3ag. MS found M+H=483. The oxalate salt of 3ag was recrystallized from ethyl acetate; mp 76-81° C. Starting materials: OB(O)c1ccc(C(F)(F)F)cc1 (effective_coupling_partner), CCN(CC)C(=O)Oc2ccc1ccccc1c2 (substrate). The reagents and catalysts are PCy3. Conditions: temperature 180 celsius, time 10 minute. Yields the product FC(F)(F)c3ccc(c2ccc1ccccc1c2)cc3. Procedure details: A mixture of 10 g of N-(p-chlorobenzoyl)-S-(2-dimethylaminoethylthiocarbamoyl)-penicillamine, 2 g of glacial acetic acid and 100 ml of chloroform is stirred under reflux for 5 hours. The solvent is then removed under reduced pressure, and the crude product is recrystallized from a mixture of ethyl acetate and isopropyl ether to give 5-(p-chlorobenzamido)-3-(2-dimethylaminoethyl)-6,6-dimethyl-2-thioxo-tetrahydro-2H-1,3-thiazin-4-one as pale yellow crystals, melting at 152°-153° C. Reactants: ClC1=CC=C(C(=O)N[C@@H](C(C)(C)SC(NCCN(C)C)=S)C(=O)O)C=C1 (N-(p-chlorobenzoyl)-S-(2-dimethylaminoethylthiocarbamoyl)-penicillamine), C(C)(=O)O (acetic acid). Yields the product ClC1=CC=C(C(=O)NC2C(N(C(SC2(C)C)=S)CCN(C)C)=O)C=C1 (5-(p-chlorobenzamido)-3-(2-dimethylaminoethyl)-6,6-dimethyl-2-thioxo-tetrahydro-2H-1,3-thiazin-4-one). Reaction SMILES: [Cl:1][C:2]1[CH:26]=[CH:25][C:5]([C:6]([NH:8][C@H:9]([C:22](O)=[O:23])[C:10]([S:13][C:14](=[S:21])[NH:15][CH2:16][CH2:17][N:18]([CH3:20])[CH3:19])([CH3:12])[CH3:11])=[O:7])=[CH:4][CH:3]=1.C(O)(=O)C>C(Cl)(Cl)Cl>[Cl:1][C:2]1[CH:26]=[CH:25][C:5]([C:6]([NH:8][CH:9]2[C:10]([CH3:12])([CH3:11])[S:13][C:14](=[S:21])[N:15]([CH2:16][CH2:17][N:18]([CH3:20])[CH3:19])[C:22]2=[O:23])=[O:7])=[CH:4][CH:3]=1. Run in C(Cl)(Cl)Cl (chloroform). Starting materials: NC1=C2N=CN(C2=NC=N1)[C@@H]1O[C@@H]([C@@H]2[C@H]1OC(O2)(C)C)CN(C2CC(C2)CCC(=O)OCC2=CC=CC=C2)CC (Benzyl 3-(3-((((3aR,4R,6R,6aR)-6-(6-amino-9H-purin-9-yl)-2,2-dimethyltetrahydrofuro[3,4-d][1,3]dioxol-4-yl)methyl)(ethyl)amino)cyclobutyl)propanoate). Reagents/catalysts: [Pd] (Pd/C). Run in CO (MeOH). Run at temperature 50 celsius, time 20 hour. Yields the product NC1=C2N=CN(C2=NC=N1)[C@@H]1O[C@@H]([C@@H]2[C@H]1OC(O2)(C)C)CN(C2CC(C2)CCC(=O)O)CC (3-(3-((((3aR,4R,6R,6aR)-6-(6-amino-9H-purin-9-yl)-2,2-dimethyltetrahydrofuro[3,4-d][1,3]dioxol-4-yl)methyl)(ethyl)amino)cyclobutyl)propanoic acid). The yield is 92.0%. Reaction SMILES: [NH2:1][C:2]1[N:10]=[CH:9][N:8]=[C:7]2[C:3]=1[N:4]=[CH:5][N:6]2[C@H:11]1[C@@H:15]2[O:16][C:17]([CH3:20])([CH3:19])[O:18][C@@H:14]2[C@@H:13]([CH2:21][N:22]([CH2:39][CH3:40])[CH:23]2[CH2:26][CH:25]([CH2:27][CH2:28][C:29]([O:31]CC3C=CC=CC=3)=[O:30])[CH2:24]2)[O:12]1>CO.[Pd]>[NH2:1][C:2]1[N:10]=[CH:9][N:8]=[C:7]2[C:3]=1[N:4]=[CH:5][N:6]2[C@H:11]1[C@@H:15]2[O:16][C:17]([CH3:20])([CH3:19])[O:18][C@@H:14]2[C@@H:13]([CH2:21][N:22]([CH2:39][CH3:40])[CH:23]2[CH2:26][CH:25]([CH2:27][CH2:28][C:29]([OH:31])=[O:30])[CH2:24]2)[O:12]1. Procedure details: To a solution of Benzyl 3-(3-((((3aR,4R,6R,6aR)-6-(6-amino-9H-purin-9-yl)-2,2-dimethyltetrahydrofuro[3,4-d][1,3]dioxol-4-yl)methyl)(ethyl)amino)cyclobutyl)propanoate (2.6 g, 4.73 mmol) in MeOH (40 mL) was added 10% Pd/C (2.3 g) and the mixture was stirred under H2 atmosphere at 50° C. for 20 h. The mixture was filtered and the filtrate was concentrated to obtain the target (2 g, yield: 92%) as a white solid. 1H NMR (500 MHz, MeOD): δH 8.27 (s, 1H), 8.25 (s, 1H), 6.30 (s, 1H), 5.52-5.49 (m, 1H), ... Starting materials: ClC=1C=CN2C(C(=CC(=C2C1C)C1CC1)C(=O)OC)=O (methyl 8-chloro-1-cyclopropyl-9-methyl-4-oxo-4H-quinolizine-3-carboxylate), ClC1=C(N)C=CC(=C1)B1OC(C(O1)(C)C)(C)C (2-chloro-4-(4,4,5,5-tetramethyl-1,3,2-dioxaborolan-2-yl)-aniline). Yields the product NC1=C(C=C(C=C1)C=1C=CN2C(C(=CC(=C2C1C)C1CC1)C(=O)OC)=O)Cl (Methyl 8-(4-amino-3-chloro-phenyl)-1-cyclopropyl-9-methyl-4-oxo-4H-quinolizine-3-carboxylate), title compound 24. The yield is 62.0%. As a reaction SMILES: Cl[C:2]1[CH:3]=[CH:4][N:5]2[C:10]([C:11]=1[CH3:12])=[C:9]([CH:13]1[CH2:15][CH2:14]1)[CH:8]=[C:7]([C:16]([O:18][CH3:19])=[O:17])[C:6]2=[O:20].[Cl:21][C:22]1[CH:28]=[C:27](B2OC(C)(C)C(C)(C)O2)[CH:26]=[CH:25][C:23]=1[NH2:24]>>[NH2:24][C:23]1[CH:25]=[CH:26][C:27]([C:2]2[CH:3]=[CH:4][N:5]3[C:10]([C:11]=2[CH3:12])=[C:9]([CH:13]2[CH2:15][CH2:14]2)[CH:8]=[C:7]([C:16]([O:18][CH3:19])=[O:17])[C:6]3=[O:20])=[CH:28][C:22]=1[Cl:21]. Reported procedure: Methyl 8-(4-amino-3-chloro-phenyl)-1-cyclopropyl-9-methyl-4-oxo-4H-quinolizine-3-carboxylate was prepared according to General Procedure A from methyl 8-chloro-1-cyclopropyl-9-methyl-4-oxo-4H-quinolizine-3-carboxylate (76 mg, 0.26 mmol) and 2-chloro-4-(4,4,5,5-tetramethyl-1,3,2-dioxaborolan-2-yl)-aniline (78 mg, 0.31 mmol). Purification by flash silica column chromatography (DCM:MeOH) (1:0 to 94:6) afforded the title compound 24 as a yellow solid (63 mg, 62%). Reactants: C(C)(=O)O (acetic acid), CC(C)([O-])C.[K+] (potassium t-butoxide), C1(=CC=CC=C1)C (toluene), CC(C(C)C)(C)[Si](O[C@@H]1CC2=CC=C3[C@@H]4CCC([C@@]4(C)CC[C@@H]3[C@]2(CC1)C)=O)(C)C ((3β)-3-[[(1,1,2-trimethylpropyl)dimethylsilyl]-oxy]androsta-5,7-dien-17-one), C1(=CC=CC=C1)C (toluene). The reagents and catalysts are [Br-].C(C)[P+](C1=CC=CC=C1)(C1=CC=CC=C1)C1=CC=CC=C1 ((ethyl)triphenyl-phosphonium bromide). Solvent: O (water). Run at time 1 hour. The product is CC(C(C)C)(C)[Si](C)(C)O[C@@H]1CC2=CC=C3[C@@H]4CC/C(=C/C)/[C@]4(CC[C@@H]3[C@]2(CC1)C)C ((3β,17Z)-(1,1,2-trimethylpropyl)(pregna-5,7,17(20)-trien-3-yloxy)dimethylsilane). Isolated yield 94.0%. As a reaction SMILES: [CH3:1][C:2](C)([O-])C.[K+].C1(C)C=CC=CC=1.[CH3:14][C:15]([Si:20]([CH3:43])([CH3:42])[O:21][C@H:22]1[CH2:39][CH2:38][C@@:37]2([CH3:40])[C:24](=[CH:25][CH:26]=[C:27]3[C@@H:36]2[CH2:35][CH2:34][C@@:32]2([CH3:33])[C@H:28]3[CH2:29][CH2:30][C:31]2=O)[CH2:23]1)([CH3:19])[CH:16]([CH3:18])[CH3:17].C(O)(=O)C>[Br-].C([P+](C1C=CC=CC=1)(C1C=CC=CC=1)C1C=CC=CC=1)C.O>[CH3:14][C:15]([Si:20]([O:21][C@H:22]1[CH2:39][CH2:38][C@@:37]2([CH3:40])[C:24](=[CH:25][CH:26]=[C:27]3[C@@H:36]2[CH2:35][CH2:34][C@@:32]2([CH3:33])[C@H:28]3[CH2:29][CH2:30]/[C:31]/2=[CH:1]/[CH3:2])[CH2:23]1)([CH3:43])[CH3:42])([CH3:19])[CH:16]([CH3:17])[CH3:18] |f:0.1,5.6|. Reported procedure: A mixture of 240.2 g (647 mmol) (ethyl)triphenyl-phosphonium bromide, 72.5 g (647 mmol) potassium t-butoxide, and toluene (1 L) was stirred at room temperature for 1 hr. Then, 185 g (430 mmol) (3β)-3-[[(1,1,2-trimethylpropyl)dimethylsilyl]-oxy]androsta-5,7-dien-17-one was added with the aid of 50 mL of toluene. The temperature was kept below 25° C. by water cooling. After stirring at room temperature overnight, the reaction was quenched with 24.5 mL (430 mmol) of acetic acid. After stirring for ...